From a dataset of the Open Reaction Database (ORD), a public repository of structured organic reaction records. describe an organic reaction: reactants, conditions, products, and yield As a reaction SMILES: [NH2:1][c:2]1[s:3][cH:4][n:5][n:6]1.[cH:20]1[cH:21][cH:22][n:23][cH:24][cH:25]1.[cH:7]1[c:8]([C:17](=[O:18])[Cl:19])[cH:9][cH:10][c:11]2[cH:12][cH:13][cH:14][cH:15][c:16]12>>[NH:1]([c:2]1[s:3][cH:4][n:5][n:6]1)[C:17]([c:8]1[cH:7][c:16]2[c:11]([cH:10][cH:9]1)[cH:12][cH:13][cH:14][cH:15]2)=[O:18]. Starting materials: Nc1nncs1, c1ccncc1, O=C(Cl)c1ccc2ccccc2c1. Yields the product O=C(Nc1nncs1)c1ccc2ccccc2c1. The reactants are NC1=NC=2C=CC=NC2C2=C1N=C(N2CCNC(C2=CC(=C(C(=C2)C(C)(C)C)O)C(C)(C)C)=O)CCCC (N1-[2-(4-amino-2-butyl-1H-imidazo[4,5-c][1,5]naphthyridin-1-yl)ethyl]-3,5-di-(1,1-dimethylethyl)-4-hydroxybenzamide). Reagents/catalysts: [Pt]=O (platinum oxide). The solvent is FC(C(=O)O)(F)F (trifluoroacetic acid). Yields the product NC1=NC=2CCCNC2C2=C1N=C(N2CCNC(C2=CC(=C(C(=C2)C(C)(C)C)O)C(C)(C)C)=O)CCCC (N1-[2-(4-amino-2-butyl-6,7,8,9-tetrahydro-1H-imidazo[4,5-c][1,5]naphthyridin-1-yl)ethyl]-3,5-di-(1,1-dimethylethyl)-4-hydroxybenzamide). Isolated yield 50.5%. RXN SMILES: [NH2:1][C:2]1[C:11]2[N:12]=[C:13]([CH2:35][CH2:36][CH2:37][CH3:38])[N:14]([CH2:15][CH2:16][NH:17][C:18](=[O:34])[C:19]3[CH:24]=[C:23]([C:25]([CH3:28])([CH3:27])[CH3:26])[C:22]([OH:29])=[C:21]([C:30]([CH3:33])([CH3:32])[CH3:31])[CH:20]=3)[C:10]=2[C:9]2[N:8]=[CH:7][CH:6]=[CH:5][C:4]=2[N:3]=1>FC(F)(F)C(O)=O.[Pt]=O>[NH2:1][C:2]1[C:11]2[N:12]=[C:13]([CH2:35][CH2:36][CH2:37][CH3:38])[N:14]([CH2:15][CH2:16][NH:17][C:18](=[O:34])[C:19]3[CH:24]=[C:23]([C:25]([CH3:27])([CH3:28])[CH3:26])[C:22]([OH:29])=[C:21]([C:30]([CH3:33])([CH3:32])[CH3:31])[CH:20]=3)[C:10]=2[C:9]2[NH:8][CH2:7][CH2:6][CH2:5][C:4]=2[N:3]=1. Procedure: A solution of N1-[2-(4-amino-2-butyl-1H-imidazo[4,5-c][1,5]naphthyridin-1-yl)ethyl]-3,5-di-(1,1-dimethylethyl)-4-hydroxybenzamide (0.1 g, 0.19 mmol) in trifluoroacetic acid (15 mL) and platinum oxide (0.1 g) were combined and hydrogenated overnight on a Parr apparatus. The reaction mixture was filtered to remove the catalyst. The filtrate was concentrated under vacuum. The residue was dissolved in dichloromethane. The dichloromethane solution was washed twice with 10% sodium hydroxide and with b... The reactants are CCOC(=O)C1C(C)OCC(=O)N1Cc1ccccc1, C1CCOC1. The product is CCOC(=O)C1C(C)OCCN1Cc1ccccc1. As a reaction SMILES: [CH2:1]([c:2]1[cH:3][cH:4][cH:5][cH:6][cH:7]1)[N:8]1[CH:9]([C:16](=[O:17])[O:18][CH2:19][CH3:20])[CH:10]([CH3:15])[O:11][CH2:12][C:13]1=[O:14].[CH2:21]1[O:22][CH2:23][CH2:24][CH2:25]1>>[CH2:1]([c:2]1[cH:3][cH:4][cH:5][cH:6][cH:7]1)[N:8]1[CH:9]([C:16](=[O:17])[O:18][CH2:19][CH3:20])[CH:10]([CH3:15])[O:11][CH2:12][CH2:13]1. Reactants: C1(CC1)N1C(=NC(=C1C)C=O)C (1-Cyclopropyl-2,5-dimethyl-1H-imidazole-4-carbaldehyde), COP(OC)=O (phosphonic acid dimethyl ester), C([O-])([O-])=O.[K+].[K+] (Potassium carbonate). The solvent is CO (methanol), CO (methanol). Run at time 8 hour. Product: C1(CC1)N1C(=NC(=C1C)C#C)C (1-Cyclopropyl-4-ethynyl-2,5-dimethyl-1H-imidazole), solid. Isolated yield 30.0%. As a reaction SMILES: COP(=O)OC.[C:7](=O)([O-])[O-].[K+].[K+].[CH:13]1([N:16]2[C:20]([CH3:21])=[C:19]([CH:22]=O)[N:18]=[C:17]2[CH3:24])[CH2:15][CH2:14]1>CO>[CH:13]1([N:16]2[C:20]([CH3:21])=[C:19]([C:22]#[CH:7])[N:18]=[C:17]2[CH3:24])[CH2:15][CH2:14]1 |f:1.2.3|. Procedure details: Diazo-2-oxo-propyl)-phosphonic acid dimethyl ester (0.6 g, 3 mmol) was dissolved in 10 mL of methanol. Potassium carbonate (0.74 g, 5 mmol) was added. A solution of 1-Cyclopropyl-2,5-dimethyl-1H-imidazole-4-carbaldehyde (0.42 g, 3 mmol) in 5 ml methanol was added drop wise at room temperature. The reaction mixture was stirred at room temperature overnight. The solvent was evaporated. The residue was taken up in 15 mL water and extracted three times with ethyl acetate (15 ml each). The combined o... The reactants are FC(CCCCCCC=O)(F)F (8,8,8-trifluoro-octanal), N12CCCCCC2=NCCC1 (1,8-Diazabicyclo[5.4.0]undec-7-ene), C(C)OC(CP(=O)(OCC)OCC)=O ((diethoxy-phosphoryl)-acetic acid ethyl ester), [Cl-].[Li+] (lithium chloride). Solvent: C(C)#N (acetonitrile), C(C)#N (acetonitrile), C(C)(C)(C)OC (methyl tert-butyl ether). Conditions: temperature 0 celsius, time 10 minute. Yields the product C(C)OC(\C=C\CCCCCCC(F)(F)F)=O ((E)-10,10,10-trifluoro-dec-2-enoic acid ethyl ester). As a reaction SMILES: N12CCCN=C1CCCCC2.[CH2:12]([O:14][C:15](=[O:25])[CH2:16]P(OCC)(OCC)=O)[CH3:13].[Cl-].[Li+].[F:28][C:29]([F:39])([F:38])[CH2:30][CH2:31][CH2:32][CH2:33][CH2:34][CH2:35][CH:36]=O>C(#N)C.C(OC)(C)(C)C>[CH2:12]([O:14][C:15](=[O:25])/[CH:16]=[CH:36]/[CH2:35][CH2:34][CH2:33][CH2:32][CH2:31][CH2:30][C:29]([F:28])([F:38])[F:39])[CH3:13] |f:2.3|. Procedure: 1,8-Diazabicyclo[5.4.0]undec-7-ene (436 μL, 2.92 mmol) was added to a solution of (diethoxy-phosphoryl)-acetic acid ethyl ester (633 μL, 2.43 mmol) and lithium chloride (144 mg, 3.41 mmol) in acetonitrile (20.0 mL) at 0° C., and the mixture was stirred at 0° C. for 10 minutes. A solution of 8,8,8-trifluoro-octanal (2.43 mmol) in acetonitrile (4.3 mL) was added dropwise to the reaction solution at 0° C., and the mixture was stirred for 10 minutes. Thereafter, the reaction mixture was stirred at r... RXN SMILES: [C:13]([O:14][CH:17]1[CH:18]([O:19][C:20]([CH3:21])=[O:22])[CH:23]([O:24][C:25]([CH3:26])=[O:27])[CH:28]([CH2:30][O:31][C:32]([CH3:33])=[O:34])[O:29]1)(=[O:15])[CH3:16].[CH3:35][C:36]#[N:37].[CH3:38][CH2:39][O:40][C:41]([CH3:42])=[O:43].[Cl:1][c:2]1[nH:3][c:4]2[c:5]([n:6]1)[cH:7][c:8]([Cl:12])[cH:9][c:10]2[Cl:11]>>[Cl:1][c:2]1[n:3][c:4]2[c:5]([n:6]1[CH:17]1[CH:18]([O:19][C:20]([CH3:21])=[O:22])[CH:23]([O:24][C:25]([CH3:26])=[O:27])[CH:28]([CH2:30][O:31][C:32]([CH3:33])=[O:34])[O:29]1)[cH:7][c:8]([Cl:12])[cH:9][c:10]2[Cl:11]. Starting materials: CC(=O)OCC1OC(OC(C)=O)C(OC(C)=O)C1OC(C)=O, CC#N, CCOC(C)=O, Clc1cc(Cl)c2[nH]c(Cl)nc2c1. The product is CC(=O)OCC1OC(n2c(Cl)nc3c(Cl)cc(Cl)cc32)C(OC(C)=O)C1OC(C)=O. Reactants: C1(CCCCC1)NC1=C(C#N)C=CC=C1C(F)(F)F (2-(cyclohexylamino)-3-(trifluoromethyl)benzonitrile). The reagents and catalysts are [Ni] (Raney nickel). Solvent: C(C)O (ethanol). The product is NCC1=C(NC2CCCCC2)C(=CC=C1)C(F)(F)F (2-(aminomethyl)-N-cyclohexyl-6-(trifluoromethyl)aniline). RXN SMILES: [CH:1]1([NH:7][C:8]2[C:15]([C:16]([F:19])([F:18])[F:17])=[CH:14][CH:13]=[CH:12][C:9]=2[C:10]#[N:11])[CH2:6][CH2:5][CH2:4][CH2:3][CH2:2]1>C(O)C.[Ni]>[NH2:11][CH2:10][C:9]1[CH:12]=[CH:13][CH:14]=[C:15]([C:16]([F:17])([F:18])[F:19])[C:8]=1[NH:7][CH:1]1[CH2:2][CH2:3][CH2:4][CH2:5][CH2:6]1. Procedure: Under an atmosphere of hydrogen and in ethanol, catalytic hydrogenation reaction of 2-(cyclohexylamino)-3-(trifluoromethyl)benzonitrile was carried out in the presence of Raney nickel to obtain 2-(aminomethyl)-N-cyclohexyl-6-(trifluoromethyl)aniline. Product: CCOC(=O)CC(=O)C1CCN(C(=O)OC(C)(C)C)CC1. Starting materials: CCOC(=O)C1CCN(C(=O)OC(C)(C)C)CC1, CCOC(C)=O, CC(C)(C)[O-], [K+], CN(C)C=O, O. Reaction SMILES: [CH2:1]([O:2][C:4](=[O:5])[CH:6]1[CH2:7][CH2:8][N:9]([C:12](=[O:13])[O:14][C:15]([CH3:16])([CH3:17])[CH3:18])[CH2:10][CH2:11]1)[CH3:3].[CH3:19][CH2:20][O:21][C:22]([CH3:23])=[O:24].[CH3:25][C:26]([CH3:27])([O-:28])[CH3:29].[K+:30].[O:32]=[CH:33][N:34]([CH3:35])[CH3:36].[OH2:31]>>[C:4](=[O:5])([CH:6]1[CH2:7][CH2:8][N:9]([C:12](=[O:13])[O:14][C:15]([CH3:16])([CH3:17])[CH3:18])[CH2:10][CH2:11]1)[CH2:23][C:22]([O:21][CH2:20][CH3:19])=[O:24]. The reactants are ClC=1N=C2N(C(C1)=O)C[C@](N2)(C(F)(F)F)C ((S)-7-chloro-2-methyl-2-trifluoromethyl-2,3-dihydro-1H-imidazo[1,2-a]pyrimidin-5-one), C(C1=CC=CC=C1)OC1=CC=C(C=C1)CCBr (1-benzyloxy-4-(2-bromoethyl)benzene), C([O-])([O-])=O.[Cs+].[Cs+] (cesium carbonate). Solvent: CN(C)C=O (DMF). Conditions: temperature 120 celsius. Product: C(C1=CC=CC=C1)OC1=CC=C(C=C1)CCN1[C@@](CN2C1=NC(=CC2=O)Cl)(C(F)(F)F)C ((S)-1-[2-(4-benzyloxyphenyl)ethyl]-7-chloro-2-methyl-2-trifluoromethyl-2,3-dihydro-1H-imidazo[1,2-a]pyrimidin-5-one). As a reaction SMILES: [Cl:1][C:2]1[N:3]=[C:4]2[NH:11][C@:10]([CH3:16])([C:12]([F:15])([F:14])[F:13])[CH2:9][N:5]2[C:6](=[O:8])[CH:7]=1.[CH2:17]([O:24][C:25]1[CH:30]=[CH:29][C:28]([CH2:31][CH2:32]Br)=[CH:27][CH:26]=1)[C:18]1[CH:23]=[CH:22][CH:21]=[CH:20][CH:19]=1.C(=O)([O-])[O-].[Cs+].[Cs+]>CN(C=O)C>[CH2:17]([O:24][C:25]1[CH:26]=[CH:27][C:28]([CH2:31][CH2:32][N:11]2[C:4]3=[N:3][C:2]([Cl:1])=[CH:7][C:6](=[O:8])[N:5]3[CH2:9][C@@:10]2([CH3:16])[C:12]([F:13])([F:14])[F:15])=[CH:29][CH:30]=1)[C:18]1[CH:19]=[CH:20][CH:21]=[CH:22][CH:23]=1 |f:2.3.4|. Procedure: A mixture of 40 mL of DMF, 2 g (7.89 mmol) of (S)-7-chloro-2-methyl-2-trifluoromethyl-2,3-dihydro-1H-imidazo[1,2-a]pyrimidin-5-one, 3.44 g (11.84 mmol) of 1-benzyloxy-4-(2-bromoethyl)benzene and 5.14 g (15.78 mmol) of cesium carbonate is heated in a Biotage microwave reactor at 120° C. for 20 minutes. The reaction medium is evaporated to dryness. After purification by chromatography on silica gel (eluent A/B: heptane/EtOAc, gradient A/B: t 0 min 20% B, t 25 min 50% B, t 35 min 50% B), 2.8 g of (... Reported procedure: 2-(4-(2-chlorophenylsulfonyl)piperazin-1-yl)thiazole-4-carboxylic acid (77 mg, 0.02 mmole), EDCI (39 mg, 0.02 mmole), HOBt (31 mg, 0.02 mmole) and ammonium formate (13 mg, 0.02 mmole) were combined in 1 ml of dry DMF. The mixture was treated with 1 equivalent of TEA and stirred at room temperature overnight. The title compound was obtained in yield of 37% after purification on preparative HPLC. 1H NMR (400 MHz, CHLOROFORM-D) δ ppm 3.41 (s, 1 H), 3.42-3.44 (m, 3 H), 3.53-3.56 (m, 3 H), 3.57 (s, 1... Starting materials: ClC1=C(C=CC=C1)S(=O)(=O)N1CCN(CC1)C=1SC=C(N1)C(=O)O (2-(4-(2-chlorophenylsulfonyl)piperazin-1-yl)thiazole-4-carboxylic acid), C(=O)[O-].[NH4+] (ammonium formate), TEA, CCN=C=NCCCN(C)C (EDCI), C=1C=CC2=C(C1)N=NN2O (HOBt). Reaction conditions: time 8 hour. As a reaction SMILES: [Cl:1][C:2]1[CH:7]=[CH:6][CH:5]=[CH:4][C:3]=1[S:8]([N:11]1[CH2:16][CH2:15][N:14]([C:17]2[S:18][CH:19]=[C:20]([C:22]([OH:24])=O)[N:21]=2)[CH2:13][CH2:12]1)(=[O:10])=[O:9].CC[N:27]=C=NCCCN(C)C.C1C=CC2N(O)N=NC=2C=1.C([O-])=O.[NH4+]>CN(C=O)C>[Cl:1][C:2]1[CH:7]=[CH:6][CH:5]=[CH:4][C:3]=1[S:8]([N:11]1[CH2:16][CH2:15][N:14]([C:17]2[S:18][CH:19]=[C:20]([C:22]([NH2:27])=[O:24])[N:21]=2)[CH2:13][CH2:12]1)(=[O:10])=[O:9] |f:3.4|. The yield is 37.0%. Solvent: CN(C)C=O (DMF). The product is ClC1=C(C=CC=C1)S(=O)(=O)N1CCN(CC1)C=1SC=C(N1)C(=O)N (2-(4-(2-Chlorophenylsulfonyl)piperazin-1-yl)thiazole-4-carboxamide).